Dataset: the Open Reaction Database (ORD), a public repository of structured organic reaction records. Task: describe an organic reaction: reactants, conditions, products, and yield The reactants are O=c1[nH]nc2c(Br)c(-c3ccc(Cl)cc3)ccn12, FC(F)(F)c1ccc(CCl)cn1, [K+], [K+], O=C([O-])[O-], CN(C)C=O, O. The product is O=c1n(Cc2ccc(C(F)(F)F)nc2)nc2c(Br)c(-c3ccc(Cl)cc3)ccn12. Reaction SMILES: [Br:1][c:2]1[c:3]2[n:4]([cH:5][cH:6][c:7]1-[c:8]1[cH:9][cH:10][c:11]([Cl:14])[cH:12][cH:13]1)[c:15](=[O:18])[nH:16][n:17]2.[Cl:25][CH2:26][c:27]1[cH:28][n:29][c:30]([C:33]([F:34])([F:35])[F:36])[cH:31][cH:32]1.[K+:19].[K+:20].[O-:21][C:22]([O-:23])=[O:24].[O:37]=[CH:38][N:39]([CH3:40])[CH3:41].[OH2:42]>>[Br:1][c:2]1[c:3]2[n:4]([cH:5][cH:6][c:7]1-[c:8]1[cH:9][cH:10][c:11]([Cl:14])[cH:12][cH:13]1)[c:15](=[O:18])[n:16]([CH2:26][c:27]1[cH:28][n:29][c:30]([C:33]([F:34])([F:35])[F:36])[cH:31][cH:32]1)[n:17]2.